From a dataset of the Open Reaction Database (ORD), a public repository of structured organic reaction records. describe an organic reaction: reactants, conditions, products, and yield Reactants: Cl.Cl.N1=CC=C(C=C1)C1N(CCNC1)CCCC(=O)OCC (ethyl 4-[(4-pyridyl)piperazin-1-yl]butyrate, dihydrochloride salt). Solvent: Cl (HCl). Reaction conditions: temperature 100 celsius. The product is Cl.Cl.N1=CC=C(C=C1)C1N(CCNC1)CCCC(=O)O (4-[(4-pyridyl)piperazin-1-yl]butyric acid, dihydrochloride). The yield is 150.0%. As a reaction SMILES: [ClH:1].Cl.[N:3]1[CH:8]=[CH:7][C:6]([CH:9]2[CH2:14][NH:13][CH2:12][CH2:11][N:10]2[CH2:15][CH2:16][CH2:17][C:18]([O:20]CC)=[O:19])=[CH:5][CH:4]=1>Cl>[ClH:1].[ClH:1].[N:3]1[CH:4]=[CH:5][C:6]([CH:9]2[CH2:14][NH:13][CH2:12][CH2:11][N:10]2[CH2:15][CH2:16][CH2:17][C:18]([OH:20])=[O:19])=[CH:7][CH:8]=1 |f:0.1.2,4.5.6|. Procedure details: A mixture of the product of step (i) (5 g) and conc. HCl (50 ml) was heated at 100° C. for 45 min. The resultant solution was evaporated to dryness and the residue dissolved again in conc. HCl and heated to 100° C. for a further 45 min. The reaction mixture was evaporated to dryness, and the residue was twice triturated with toluene, and evaporated to dryness, collected and washed with ether. The crude product was crystallised from hot methanol/ether to give 4-[(4-pyridyl)piperazin-1-yl]butyric ... Reactants: FC=1C=C(CBr)C=CC1 (3-fluorobenzyl bromide), C([O-])([O-])=O.[K+].[K+] (potassium carbonate), COC(=O)C1CN(C(C1)=O)C1=CC(=C(C=C1)O)C ((RS)-1-(4-hydroxy-3-methyl-phenyl)-5-oxo-pyrrolidine-3-carboxylic acid methyl ester). Run in CN(C)C=O (DMF). Product: COC(=O)C1CN(C(C1)=O)C1=CC(=C(C=C1)OCC1=CC(=CC=C1)F)C ((4-(3-fluoro-benzyloxy)-3-methyl-phenyl)-5-oxo-pyrrolidine-3-carboxylic acid methyl ester). RXN SMILES: [CH3:1][O:2][C:3]([CH:5]1[CH2:9][C:8](=[O:10])[N:7]([C:11]2[CH:16]=[CH:15][C:14]([OH:17])=[C:13]([CH3:18])[CH:12]=2)[CH2:6]1)=[O:4].[F:19][C:20]1[CH:21]=[C:22]([CH:25]=[CH:26][CH:27]=1)[CH2:23]Br.C(=O)([O-])[O-].[K+].[K+]>CN(C=O)C>[CH3:1][O:2][C:3]([CH:5]1[CH2:9][C:8](=[O:10])[N:7]([C:11]2[CH:16]=[CH:15][C:14]([O:17][CH2:23][C:22]3[CH:25]=[CH:26][CH:27]=[C:20]([F:19])[CH:21]=3)=[C:13]([CH3:18])[CH:12]=2)[CH2:6]1)=[O:4] |f:2.3.4|. Reported procedure: In analogy to the alkylation described in Example 1d), the (RS)-1-(4-hydroxy-3-methyl-phenyl)-5-oxo-pyrrolidine-3-carboxylic acid methyl ester is reacted with 3-fluorobenzyl bromide in presence of potassium carbonate in DMF at 80° C. to yield the (RS)-1-[(4-(3-fluoro-benzyloxy)-3-methyl-phenyl)-5-oxo-pyrrolidine-3-carboxylic acid methyl ester as a light brown oil; MS: m/e=375 (M+NH4)+. The product is CC(=O)O, Clc1cc(N2CC3CNC3C2)cnc1Cl. As a reaction SMILES: [CH2:21]1[O:22][CH2:23][CH2:24][CH2:25]1.[CH3:16][C:17]([OH:18])=[O:19].[Cl:1][c:2]1[cH:3][c:4]([N:9]2[CH2:10][CH:11]3[CH2:12][NH:13][CH:14]3[CH2:15]2)[cH:5][n:6][c:7]1[Cl:8].[OH2:20]>>[CH3:16][C:17](=[O:18])[OH:19].[Cl:1][c:2]1[cH:3][c:4]([N:9]2[CH2:10][CH:11]3[CH2:12][NH:13][CH:14]3[CH2:15]2)[cH:5][n:6][c:7]1[Cl:8]. Reactants: C1CCOC1, CC(=O)O, Clc1cc(N2CC3CNC3C2)cnc1Cl, O. Reactants: [Al+3], C1CCOC1, CCOC(=O)Cc1cc2cc(C)ccc2nc1-c1ccccc1, [H-], [H-], [H-], [H-], [Li+]. Yields the product Cc1ccc2nc(-c3ccccc3)c(CCO)cc2c1. Reaction SMILES: [Al+3:25].[CH2:30]1[O:31][CH2:32][CH2:33][CH2:34]1.[CH3:1][c:2]1[cH:3][c:4]2[cH:5][c:6]([CH2:18][C:19](=[O:20])[O:21][CH2:22][CH3:23])[c:7](-[c:12]3[cH:13][cH:14][cH:15][cH:16][cH:17]3)[n:8][c:9]2[cH:10][cH:11]1.[H-:24].[H-:27].[H-:28].[H-:29].[Li+:26]>>[CH3:1][c:2]1[cH:3][c:4]2[cH:5][c:6]([CH2:18][CH2:19][OH:20])[c:7](-[c:12]3[cH:13][cH:14][cH:15][cH:16][cH:17]3)[n:8][c:9]2[cH:10][cH:11]1. Starting materials: C([O-])([O-])=O.[K+].[K+] (potassium carbonate), COC(=O)C1NC2=CC=CC=C2C1 (indoline-2-carboxylic acid methyl ester), C(C)(=O)SCCC(=O)Cl (3-acetylthiopropanoyl chloride). Solvent: C(Cl)Cl (methylene chloride), C(Cl)Cl (methylene chloride), C(Cl)Cl (methylene chloride). Yields the product COC(=O)C1N(C2=CC=CC=C2C1)C(CCSC(C)=O)=O (1-(3-acetylthiopropanoyl)-indoline-2-carboxylic acid methyl ester). RXN SMILES: C(=O)([O-])[O-].[K+].[K+].[CH3:7][O:8][C:9]([CH:11]1[CH2:19][C:18]2[C:13](=[CH:14][CH:15]=[CH:16][CH:17]=2)[NH:12]1)=[O:10].[C:20]([S:23][CH2:24][CH2:25][C:26](Cl)=[O:27])(=[O:22])[CH3:21]>C(Cl)Cl>[CH3:7][O:8][C:9]([CH:11]1[CH2:19][C:18]2[C:13](=[CH:14][CH:15]=[CH:16][CH:17]=2)[N:12]1[C:26](=[O:27])[CH2:25][CH2:24][S:23][C:20](=[O:22])[CH3:21])=[O:10] |f:0.1.2|. Procedure: To the mixture of 7.8 g of powdered potassium carbonate, 5.0 g of indoline-2-carboxylic acid methyl ester and 50 ml of methylene chloride, 4.7 g of 3-acetylthiopropanoyl chloride [Helv. Chim. Acta 40, 2148 (1957)] in 10 ml of methylene chloride are added at room temperature. After 1 hour the mixture is diluted with 100 ml of methylene chloride and washed with 50 ml of water, 50 ml of 1N hydrochloric acid and 50 ml of saturated aqueous sodium bicarbonate. The organic layer is dried and evaporated... Starting materials: COC1=NC(=CC=C1)NC (2-methoxy-6-methylaminopyridine), C([O-])([O-])=O.[K+].[K+] (potassium carbonate), ClC(=S)OC1=CC2=CC=CC=C2C=C1 (O-2-naphthyl chlorothioformate). Run in CC(=O)C (acetone), CC(=O)C (acetone). Conditions: time 30 minute. Yields the product COC1=CC=CC(=N1)N(C(OC1=CC2=CC=CC=C2C=C1)=S)C (O-2-naphthyl N-(6-methoxy-2-pyridyl)-N-methylthiocarbamate). Yield: 84.9%. RXN SMILES: [CH3:1][O:2][C:3]1[CH:8]=[CH:7][CH:6]=[C:5]([NH:9][CH3:10])[N:4]=1.C(=O)([O-])[O-].[K+].[K+].Cl[C:18]([O:20][C:21]1[CH:30]=[CH:29][C:28]2[C:23](=[CH:24][CH:25]=[CH:26][CH:27]=2)[CH:22]=1)=[S:19]>CC(C)=O>[CH3:1][O:2][C:3]1[N:4]=[C:5]([N:9]([CH3:10])[C:18](=[S:19])[O:20][C:21]2[CH:30]=[CH:29][C:28]3[C:23](=[CH:24][CH:25]=[CH:26][CH:27]=3)[CH:22]=2)[CH:6]=[CH:7][CH:8]=1 |f:1.2.3|. Reported procedure: To the mixture of 1.38 g of 2-methoxy-6-methylaminopyridine, which is one of the compounds of this invention, and the same amount of anhydrous potassium carbonate in 20 ml of acetone, 2.23 g of O-2-naphthyl chlorothioformate dissolved in 20 ml of acetone was added under stirring at room temperature. After 30 minutes, the reaction mixture was extracted with benzene, washed with water, dried and recrystallized to give 2.75 g of O-2-naphthyl N-(6-methoxy-2-pyridyl)-N-methylthiocarbamate.